Dataset: the Open Reaction Database (ORD), a public repository of structured organic reaction records. Task: describe an organic reaction: reactants, conditions, products, and yield The reactants are COC(=O)c1ccc(Cl)c(O)c1, OCCc1ccc(Cl)cc1, CCOC(=O)N=NC(=O)OCC, C1CCOC1, c1ccc(P(c2ccccc2)c2ccccc2)cc1. Product: COC(=O)c1ccc(Cl)c(OCCc2ccc(Cl)cc2)c1. RXN SMILES: [CH3:1][O:2][C:3]([c:4]1[cH:5][c:6]([OH:11])[c:7]([Cl:10])[cH:8][cH:9]1)=[O:12].[Cl:13][c:14]1[cH:15][cH:16][c:17]([CH2:20][CH2:21][OH:22])[cH:18][cH:19]1.[O:42]=[C:43]([O:44][CH2:45][CH3:46])[N:47]=[N:48][C:49]([O:50][CH2:51][CH3:52])=[O:53].[O:54]1[CH2:55][CH2:56][CH2:57][CH2:58]1.[c:23]1([P:24]([c:25]2[cH:26][cH:27][cH:28][cH:29][cH:30]2)[c:31]2[cH:32][cH:33][cH:34][cH:35][cH:36]2)[cH:37][cH:38][cH:39][cH:40][cH:41]1>>[CH3:1][O:2][C:3]([c:4]1[cH:5][c:6]([O:11][CH2:21][CH2:20][c:17]2[cH:16][cH:15][c:14]([Cl:13])[cH:19][cH:18]2)[c:7]([Cl:10])[cH:8][cH:9]1)=[O:12].